Dataset: the Open Reaction Database (ORD), a public repository of structured organic reaction records. Task: describe an organic reaction: reactants, conditions, products, and yield The reactants are [Na] (sodium), C(C)OC=C(C(=O)OCC)C#N (ethyl (ethoxymethylene)cyanoacetate), CSC(N)=N (2-methyl-2-thiopseudourea), C[O-].[Na+] (sodium methoxide). The solvent is CO (methanol), CO (methanol). Run at time 6 hour. The product is OC1=NC(=NC=C1C#N)SC (4-Hydroxy-2-(methylthio)-5-pyrimidinecarbonitrile). The yield is 48.0%. RXN SMILES: C([O:3][CH:4]=[C:5]([C:11]#[N:12])[C:6](OCC)=O)C.[CH3:13][S:14][C:15](=[NH:17])[NH2:16].C[O-].[Na+].[Na]>CO>[OH:3][C:4]1[C:5]([C:11]#[N:12])=[CH:6][N:16]=[C:15]([S:14][CH3:13])[N:17]=1 |f:2.3,^1:20|. Reported procedure: To a 5° C. solution of 119 g (703 mmol) of freshly distilled ethyl (ethoxymethylene)cyanoacetate in 800 mL of methanol is added 108 g (599 mmol) of 2-methyl-2-thiopseudourea. To this mixture is added a solution of sodium methoxide prepared by dissolving 35.6 g (1.55 mol) of sodium metal in 800 mL of methanol. The solution is warmed to room temperature and stirred for 6 hours. After standing overnight, the solvent is removed under reduced pressure, the residue is dissolved in 1.5 L of water at 50... Reactants: COC(NCC(C)(C)C1=CC(=CC=C1)Cl)=O ([2-(3-chloro-phenyl)-2-methyl-propyl]-carbamic acid methyl ester), PPA, ice water, N (ammonia). Reaction conditions: temperature 120 celsius, time 2 hour. The product is ClC=1C=C2C(CNC(C2=CC1)=O)(C)C (6-Chloro-4,4-dimethyl-3,4-dihydro-2H-isoquinolin-1-one). The yield is 20.0%. RXN SMILES: C[O:2][C:3](=O)[NH:4][CH2:5][C:6]([C:9]1[CH:14]=[CH:13][CH:12]=[C:11]([Cl:15])[CH:10]=1)([CH3:8])[CH3:7].N>>[Cl:15][C:11]1[CH:10]=[C:9]2[C:14](=[CH:13][CH:12]=1)[C:3](=[O:2])[NH:4][CH2:5][C:6]2([CH3:8])[CH3:7]. Reported procedure: Under N2 protection, a mixture of [2-(3-chloro-phenyl)-2-methyl-propyl]-carbamic acid methyl ester (1.84 g, 7.63 mmol) and PPA (polyphosphoric acid) (8 g) in a 100 mL round bottom flask was stirred at 120° C. for 2 hours. After cooling to room temperature, the mixture was treated with ice-water and aq. ammonia solution to adjust the pH to 8. After extraction with ethyl acetate, the organic layer was washed with brine, dried over anhy. Na2SO4, filtered and concentrated in vacuo. The crude product...